This data is from the Open Reaction Database (ORD), a public repository of structured organic reaction records. The task is: describe an organic reaction: reactants, conditions, products, and yield The reactants are B, O=C(O)Cc1cccc(CBr)c1, C1CCOC1, CO, CSC. Product: OCCc1cccc(CBr)c1. As a reaction SMILES: [BH3:4].[Br:5][CH2:6][c:7]1[cH:8][c:9]([CH2:13][C:14](=[O:15])[OH:16])[cH:10][cH:11][cH:12]1.[CH2:19]1[O:20][CH2:21][CH2:22][CH2:23]1.[CH3:17][OH:18].[CH3:1][S:2][CH3:3]>>[Br:5][CH2:6][c:7]1[cH:8][c:9]([CH2:13][CH2:14][OH:15])[cH:10][cH:11][cH:12]1. The reactants are FC=1C=C(C=C(C1)F)[C@@H]1CC(C(C(N1CC(=O)O)=O)(C)C)=O ([(6S)-6-(3,5-difluorophenyl)-3,3-dimethyl-2,4-dioxopiperidin-1-yl]acetic acid), FC=1C=C(C=C(C1)F)[C@@H]1CC(C(C(N1CC(=O)O)=O)(C)C)=O ([(6S)-6-(3,5-difluorophenyl)-3,3-dimethyl-2,4-dioxopiperidin-1-yl]acetic acid), NC=1C=C2C[C@]3(C(NC4=NC=CC=C43)=O)CC2=CC1 ((R)-5-amino-1,3-dihydrospiro[indene-2,3′-pyrrolo[2,3-b]pyridin]-2′(1′H)-one), NC=1C=C2C[C@]3(C(NC4=NC=CC=C43)=O)CC2=CC1 ((R)-5-amino-1,3-dihydrospiro[indene-2,3′-pyrrolo[2,3-b]pyridin]-2′(1′H)-one), C=1C=CC2=C(C1)N=NN2O (HOBT), C(CCl)Cl (EDC). Solvent: CN(C)C=O (DMF). Conditions: time 16 hour. Yields the product FC=1C=C(C=C(C1)F)[C@@H]1CC(C(C(N1CC(=O)NC=1C=C2C[C@]3(C(NC4=NC=CC=C43)=O)CC2=CC1)=O)(C)C)=O (2-[(6S)-6-(3,5-Difluorophenyl)-3,3-dimethyl-2,4-dioxopiperidin-1-yl]-N-[(2R)-2′-oxo-1,1′,2′,3-tetrahydrospiro[indene-2,3′-pyrrolo[2,3-b]pyridin]-5-yl]acetamide). As a reaction SMILES: [F:1][C:2]1[CH:3]=[C:4]([C@H:9]2[N:14]([CH2:15][C:16]([OH:18])=O)[C:13](=[O:19])[C:12]([CH3:21])([CH3:20])[C:11](=[O:22])[CH2:10]2)[CH:5]=[C:6]([F:8])[CH:7]=1.[NH2:23][C:24]1[CH:25]=[C:26]2[C:39](=[CH:40][CH:41]=1)[CH2:38][C@:28]1([C:36]3[C:31](=[N:32][CH:33]=[CH:34][CH:35]=3)[NH:30][C:29]1=[O:37])[CH2:27]2.C1C=CC2N(O)N=NC=2C=1.C(Cl)CCl>CN(C=O)C>[F:1][C:2]1[CH:3]=[C:4]([C@H:9]2[N:14]([CH2:15][C:16]([NH:23][C:24]3[CH:25]=[C:26]4[C:39](=[CH:40][CH:41]=3)[CH2:38][C@:28]3([C:36]5[C:31](=[N:32][CH:33]=[CH:34][CH:35]=5)[NH:30][C:29]3=[O:37])[CH2:27]4)=[O:18])[C:13](=[O:19])[C:12]([CH3:20])([CH3:21])[C:11](=[O:22])[CH2:10]2)[CH:5]=[C:6]([F:8])[CH:7]=1. Procedure: A mixture of [(6S)-6-(3,5-difluorophenyl)-3,3-dimethyl-2,4-dioxopiperidin-1-yl]acetic acid (156 mg, 0.501 mmol, described in Intermediate 22), (R)-5-amino-1,3-dihydrospiro[indene-2,3′-pyrrolo[2,3-b]pyridin]-2′(1′H)-one (145 mg, 0.577 mmol, described in Intermediate 9), HOBT (95 mg, 0.620 mmol), and EDC (123 mg, 0.642 mmol) in DMF (2 mL) was stirred at ambient temperature for 16 h. The reaction mixture was partitioned between H2O (60 mL) and EtOAc (100 mL). The organic layer was dried over Na2SO4... Starting materials: [BH4-], CC(C)(C)OC(=O)Nc1cc(F)ccc1-c1ccc2cc(O)ccc2c1C(=O)c1ccc(OCCN2CCCCC2)cc1, [BH3-]C#N, COc1ccccc1, ClCCl, [Na+], [Na+], O=C(O)C(F)(F)F. Yields the product Oc1ccc2c3c(ccc2c1)-c1ccc(F)cc1NC3c1ccc(OCCN2CCCCC2)cc1. RXN SMILES: [BH4-:59].[C:1]([O:2][C:3](=[O:4])[NH:7][c:8]1[c:9](-[c:15]2[c:16]([C:26](=[O:5])[c:27]3[cH:28][cH:29][c:30]([O:33][CH2:34][CH2:35][N:36]4[CH2:37][CH2:38][CH2:39][CH2:40][CH2:41]4)[cH:31][cH:32]3)[c:17]3[cH:18][cH:19][c:20]([OH:25])[cH:21][c:22]3[cH:23][cH:24]2)[cH:10][cH:11][c:12]([F:14])[cH:13]1)([CH3:6])([CH3:42])[CH3:43].[C:61]([BH3-:62])#[N:63].[CH3:44][O:45][c:46]1[cH:47][cH:48][cH:49][cH:50][cH:51]1.[Cl:65][CH2:66][Cl:67].[Na+:60].[Na+:64].[OH:52][C:53]([C:54]([F:55])([F:56])[F:57])=[O:58]>>[NH:7]1[c:8]2[c:9]([cH:10][cH:11][c:12]([F:14])[cH:13]2)-[c:15]2[c:16]([c:17]3[cH:18][cH:19][c:20]([OH:25])[cH:21][c:22]3[cH:23][cH:24]2)[CH:26]1[c:27]1[cH:28][cH:29][c:30]([O:33][CH2:34][CH2:35][N:36]2[CH2:37][CH2:38][CH2:39][CH2:40][CH2:41]2)[cH:31][cH:32]1. Starting materials: C(C)(=O)OC1[C@H](OC(C)=O)[C@H](OC(C)=O)[C@H](O1)C (5-deoxy-1,2,3-tri-O-acetyl-D-ribofuranose), BrC1=NC2=C(N1)C=C(C(=C2)Cl)Cl (2-Bromo-5,6-dichloro-1H-benzimidazole), C([O-])(O)=O.[Na+] (sodium bicarbonate), C(C)(=O)N (acetamide), O(S(=O)(=O)C(F)(F)F)[Si](C)(C)C (trimethylsilyl triflate). Solvent: C(C)#N (acetonitrile), C(C)#N (acetonitrile), C(Cl)Cl (CH2Cl2). Run at time 15 minute. Product: BrC1=NC2=C(N1[C@H]1[C@H](OC(C)=O)[C@H](OC(C)=O)[C@H](O1)C)C=C(C(=C2)Cl)Cl (2-Bromo-5,6-dichloro-1-(2,3-di-O-acetyl-5-deoxy-beta-D-ribofuranosyl)-1H-benzimidazole). The yield is 77.7%. RXN SMILES: [Br:1][C:2]1[NH:6][C:5]2[CH:7]=[C:8]([Cl:12])[C:9]([Cl:11])=[CH:10][C:4]=2[N:3]=1.C(N)(=O)C.O([Si](C)(C)C)S(C(F)(F)F)(=O)=O.C(O[CH:33]1[O:45][C@H:44]([CH3:46])[C@@H:39]([O:40][C:41](=[O:43])[CH3:42])[C@H:34]1[O:35][C:36](=[O:38])[CH3:37])(=O)C.C(=O)(O)[O-].[Na+]>C(#N)C.C(Cl)Cl>[Br:1][C:2]1[N:3]([C@@H:33]2[O:45][C@H:44]([CH3:46])[C@@H:39]([O:40][C:41](=[O:43])[CH3:42])[C@H:34]2[O:35][C:36](=[O:38])[CH3:37])[C:4]2[CH:10]=[C:9]([Cl:11])[C:8]([Cl:12])=[CH:7][C:5]=2[N:6]=1 |f:4.5|. Procedure details: 2-Bromo-5,6-dichloro-1H-benzimidazole (5.11 g, 19.21 mmol), and N,O-bis(trimethylsiyl) acetamide (Aldrich, 4.81 mL, 19.21 mmol) were combined with acetonitrile (Aldrich Sure Seal, 100 mL) and refluxed under nitrogen for 3 h. The solution was cooled to rt and trimethylsilyl triflate (Aldrich, 7.70 mL, 38.42 mmol) was added. After 15 min, 5-deoxy-1,2,3-tri-O-acetyl-D-ribofuranose (5.0 g, 19.21 mmol) in acetonitrile (4 mL) was added. The solution was stirred under nitrogen at rt for 3.5 h, then pou...